From a dataset of the Open Reaction Database (ORD), a public repository of structured organic reaction records. describe an organic reaction: reactants, conditions, products, and yield Reactants: C(C)OC(=O)C1C(C1C=C(C1=CC=C(C=C1)Cl)Br)(C)C (2,2-dimethyl-3-(2-bromo-2-(4-chloro-phenyl)-vinyl)-cyclopropanecarboxylic acid ethyl ester), [OH-].[Na+] (sodium hydroxide). The solvent is C(C)O (ethanol), O (water). Product: CC1(C(C1C=C(C1=CC=C(C=C1)Cl)Br)C(=O)O)C (2,2-dimethyl-3 -(2-bromo-2-(4-chlorophenyl)-vinyl)-cyclopropanecarboxylic acid). Yield: 81.9%. RXN SMILES: C([O:3][C:4]([CH:6]1[CH:8]([CH:9]=[C:10]([Br:18])[C:11]2[CH:16]=[CH:15][C:14]([Cl:17])=[CH:13][CH:12]=2)[C:7]1([CH3:20])[CH3:19])=[O:5])C.[OH-].[Na+]>C(O)C.O>[CH3:19][C:7]1([CH3:20])[CH:8]([CH:9]=[C:10]([Br:18])[C:11]2[CH:16]=[CH:15][C:14]([Cl:17])=[CH:13][CH:12]=2)[CH:6]1[C:4]([OH:5])=[O:3] |f:1.2|. Procedure details: 50 g (0.14 mol) of 2,2-dimethyl-3-(2-bromo-2-(4-chloro-phenyl)-vinyl)-cyclopropanecarboxylic acid ethyl ester were dissolved in 100 ml of ethanol, a solution of 6 g (0.15 mol) of sodium hydroxide in 100 ml of water was then added and the mixture was heated to the reflux temperature for 4 hours, while stirring. The ethanol was then distilled off under a waterpump vacuum, the residue was taken up in 300 ml of warm water and the mixture was extracted once with 300 ml of methylene chloride. The aque... Starting materials: ClP(Cl)(Cl)(Cl)Cl, O=c1[nH]cnc2cc3c(cc12)OCO3, O=P(Cl)(Cl)Cl. Product: Clc1ncnc2cc3c(cc12)OCO3. As a reaction SMILES: [Cl:15][P:16]([Cl:17])([Cl:18])([Cl:19])[Cl:20].[O:1]1[CH2:2][O:3][c:4]2[c:5]1[cH:6][c:7]1[c:8](=[O:14])[nH:9][cH:10][n:11][c:12]1[cH:13]2.[P:21]([Cl:22])([Cl:23])([Cl:24])=[O:25]>>[O:1]1[CH2:2][O:3][c:4]2[c:5]1[cH:6][c:7]1[c:8]([Cl:15])[n:9][cH:10][n:11][c:12]1[cH:13]2. RXN SMILES: [C:1]1([C:3](=[CH:5][CH:6]=[CH:7][CH:8]=1)[OH:4])[OH:2].[CH:9](=O)[CH:10]([CH3:12])[CH3:11].O>C1C=CC=CC=1.S(=O)(=O)(O)O>[CH:10]([CH:12]1[O:4][C:3]2[CH:5]=[CH:6][CH:7]=[CH:8][C:1]=2[O:2]1)([CH3:11])[CH3:9]. Reagents/catalysts: S(O)(O)(=O)=O (sulfuric acid). Solvent: C1=CC=CC=C1 (benzene). Starting materials: C=1(O)C(O)=CC=CC1 (Catechol), C(C(C)C)=O (isobutyraldehyde), O (water). The yield is 33.5%. Product: C(C)(C)C1OC2=C(O1)C=CC=C2 (2-Isopropyl-1,3-benzodioxole). Reported procedure: Catechol (22 g, 0.2 mole) and isobutyraldehyde (16 g, 0.24 mole) were dissolved in benzene (600 ml). A catalytic amount (5 drops) of sulfuric acid was added to the mixture. The mixture was heated under reflux and the water formed in the reaction was removed by use of a Dean-Stark trap. The reaction mixture was washed twice with aqueous sodium carbonate solution and dried. 2-Isopropyl-1,3-benzodioxole (11 g, 0.067 mole) was obtained by vacuum distillation. The 2-isopropyl-1,3-benzodioxole thus ob... Reactants: [BH4-], COc1cc(Br)cc(C=O)c1O, C1CCOC1, CCO, Cl, [Na+]. Yields the product COc1cc(Br)cc(CO)c1O. Reaction SMILES: [BH4-:16].[Br:1][c:2]1[cH:3][c:4]([O:11][CH3:12])[c:5]([OH:10])[c:6]([CH:7]=[O:8])[cH:9]1.[CH2:19]1[O:20][CH2:21][CH2:22][CH2:23]1.[CH3:13][CH2:14][OH:15].[ClH:18].[Na+:17]>>[Br:1][c:2]1[cH:3][c:4]([O:11][CH3:12])[c:5]([OH:10])[c:6]([CH2:7][OH:8])[cH:9]1. Starting materials: OC1=CC=C(OCC(=O)NC)C=C1 (2-(4-hydroxy-phenoxy)-N-methyl-acetamide), BrCC1=C(C=CC=C1)F (1-bromomethyl-2-fluoro-benzene), C([O-])([O-])=O.[K+].[K+] (potassium carbonate). The solvent is CC(CC)=O (2-butanone). Product: FC1=C(COC2=CC=C(OCC(=O)NC)C=C2)C=CC=C1 (2-[4-(2-fluoro-benzyloxy)-phenoxy]-N-methyl-acetamide). RXN SMILES: [OH:1][C:2]1[CH:13]=[CH:12][C:5]([O:6][CH2:7][C:8]([NH:10][CH3:11])=[O:9])=[CH:4][CH:3]=1.Br[CH2:15][C:16]1[CH:21]=[CH:20][CH:19]=[CH:18][C:17]=1[F:22].C(=O)([O-])[O-].[K+].[K+]>CC(=O)CC>[F:22][C:17]1[CH:18]=[CH:19][CH:20]=[CH:21][C:16]=1[CH2:15][O:1][C:2]1[CH:3]=[CH:4][C:5]([O:6][CH2:7][C:8]([NH:10][CH3:11])=[O:9])=[CH:12][CH:13]=1 |f:2.3.4|. Procedure details: In analogy to the procedure described in Example 3b), the alkylation of 2-(4-hydroxy-phenoxy)-N-methyl-acetamide [Example 3a)] with 1-bromomethyl-2-fluoro-benzene in 2-butanone using potassium carbonate as the base yielded the 2-[4-(2-fluoro-benzyloxy)-phenoxy]-N-methyl-acetamide as white crystals; MS: m/e=290 (M+H)+. Starting materials: [Br-], C1CCOC1, O=C(Cl)c1c(F)cccc1F, [Mg+]c1ccc(OC2CCCCO2)cc1. The product is O=C(c1ccc(OC2CCCCO2)cc1)c1c(F)cccc1F. As a reaction SMILES: [Br-:1].[CH2:27]1[O:28][CH2:29][CH2:30][CH2:31]1.[F:16][c:17]1[c:18]([C:19](=[O:20])[Cl:21])[c:22]([F:26])[cH:23][cH:24][cH:25]1.[O:2]1[CH:3]([O:8][c:9]2[cH:10][cH:11][c:12]([Mg+:15])[cH:13][cH:14]2)[CH2:4][CH2:5][CH2:6][CH2:7]1>>[O:2]1[CH:3]([O:8][c:9]2[cH:10][cH:11][c:12]([C:19]([c:18]3[c:17]([F:16])[cH:25][cH:24][cH:23][c:22]3[F:26])=[O:20])[cH:13][cH:14]2)[CH2:4][CH2:5][CH2:6][CH2:7]1.